From a dataset of the Open Reaction Database (ORD), a public repository of structured organic reaction records. describe an organic reaction: reactants, conditions, products, and yield Starting materials: C[O-], COC(C)(C)C, Cc1ccc(S(=O)(=O)N(Cc2ccccc2)N=O)cc1, [Na+]. Product: [N-]=[N+]=Cc1ccccc1. RXN SMILES: [CH3:1][O-:2].[CH3:24][O:25][C:26]([CH3:27])([CH3:28])[CH3:29].[N:4]([N:6]([S:5]([c:7]1[cH:8][cH:9][c:10]([CH3:11])[cH:12][cH:13]1)(=[O:14])=[O:15])[CH2:17][c:18]1[cH:19][cH:20][cH:21][cH:22][cH:23]1)=[O:16].[Na+:3]>>[N-:4]=[N+:6]=[CH:17][c:18]1[cH:19][cH:20][cH:21][cH:22][cH:23]1. Starting materials: FC1=CC(=C(C=C1)N)N (4-fluoro-1,2-phenylenediamine), C(C)OC=C(C#N)C#N (ethoxymethylenemalononitrile). The solvent is C(C)(C)O (isopropanol). Product: FC1=CC2=C(NC=N2)C=C1 (5-fluoro-1H-benzimidazole). Yield: 83.4%. Reaction SMILES: [F:1][C:2]1[CH:7]=[CH:6][C:5]([NH2:8])=[C:4]([NH2:9])[CH:3]=1.[CH2:10](OC=C(C#N)C#N)C>C(O)(C)C>[F:1][C:2]1[CH:7]=[CH:6][C:5]2[NH:8][CH:10]=[N:9][C:4]=2[CH:3]=1. Procedure details: A solution of 4-fluoro-1,2-phenylenediamine (2.0 g) and ethoxymethylenemalononitrile (2.9 g) in isopropanol (80 mL) was heated to reflux overnight. The volatiles were removed in vacuo to yield 5-fluoro-1H-benzimidazole (1.8 g). ESI-MS (m/z) 137 [M+H]+. Reactants: C(=O)=O (dry ice), C(CCC)NC(=O)C=C1CCCC=2SC=CC21 (4-(N-butylcarbamoyl)methylidene-4,5,6,7-tetrahydrobenzo[b]thiophene), C1CCOC1 (THF), C(CCC)[Li] (n-butyl lithium). The solvent is C(C)OCC (diethyl ether), O (water), CCOCC (Et2O), CCCCCC (n-hexane). Run at time 2.5 hour. Product: C(CCC)NC(=O)C=C1CCCC=2SC(=CC21)C(=O)O (4-(N-butylcarbamoyl)methylidene-4,5,6,7-tetrahydrobenzo[b]thiophene-2-carboxylic acid). Reaction SMILES: [CH2:1]([NH:5][C:6]([CH:8]=[C:9]1[C:17]2[CH:16]=[CH:15][S:14][C:13]=2[CH2:12][CH2:11][CH2:10]1)=[O:7])[CH2:2][CH2:3][CH3:4].C1COCC1.C([Li])CCC.[C:28](=[O:30])=[O:29]>CCCCCC.O.CCOCC>[CH2:1]([NH:5][C:6]([CH:8]=[C:9]1[C:17]2[CH:16]=[C:15]([C:28]([OH:30])=[O:29])[S:14][C:13]=2[CH2:12][CH2:11][CH2:10]1)=[O:7])[CH2:2][CH2:3][CH3:4]. Procedure details: To a mixture of 4-(N-butylcarbamoyl)methylidene-4,5,6,7-tetrahydrobenzo[b]thiophene (0.49 g) and THF (8 ml) was dropwise added 1.64 M n-butyl lithium (n-BuLi) in n-hexane (2.88 ml) at −70˜−60° C. under nitrogen atmosphere and the mixture was stirred under the same condition for 2.5 hours. The reaction mixture was poured into a mixture of dry ice and diethyl ether (Et2O). To the mixture were added Et2O and water. The separated aqueous layer was washed with Et2O, and acidified by 6 N hydrochloric ...